Dataset: the Open Reaction Database (ORD), a public repository of structured organic reaction records. Task: describe an organic reaction: reactants, conditions, products, and yield RXN SMILES: [CH2:3]([O:4][P:5](=[O:6])([O:7][CH2:8][CH3:9])[CH2:11][C:12]#[N:13])[CH3:10].[CH3:14][n:15]1[n:16][cH:17][c:18]([CH:40]=[O:41])[c:19]1[NH:20][C:21]([c:22]1[cH:23][cH:24][cH:25][cH:26][cH:27]1)([c:28]1[cH:29][cH:30][cH:31][cH:32][cH:33]1)[c:34]1[cH:35][cH:36][cH:37][cH:38][cH:39]1.[H-:1].[Na+:2].[O:43]1[CH2:44][CH2:45][CH2:46][CH2:47]1.[OH2:42]>>[CH:11]([C:12]#[N:13])=[CH:40][c:18]1[cH:17][n:16][n:15]([CH3:14])[c:19]1[NH:20][C:21]([c:22]1[cH:23][cH:24][cH:25][cH:26][cH:27]1)([c:28]1[cH:29][cH:30][cH:31][cH:32][cH:33]1)[c:34]1[cH:35][cH:36][cH:37][cH:38][cH:39]1. Product: Cn1ncc(C=CC#N)c1NC(c1ccccc1)(c1ccccc1)c1ccccc1. Starting materials: CCOP(=O)(CC#N)OCC, Cn1ncc(C=O)c1NC(c1ccccc1)(c1ccccc1)c1ccccc1, [H-], [Na+], C1CCOC1, O. The reactants are O.[OH-].[Li+] (Lithium hydroxide monohydrate), C(C)OC(=O)C=1N=C(OC1)N (Ethyl2-aminooxazole-4-carboxylate), C1CCOC1 (THF), HCl(aqu). The solvent is O (water). Conditions: time 8 hour. Yields the product NC=1OC(=CN1)C(=O)O (2-amino-1,3-oxazole-5-carboxylic acid). Reaction SMILES: C(OC([C:6]1[N:7]=[C:8]([NH2:11])[O:9][CH:10]=1)=O)C.[OH2:12].[OH-].[Li+].C1[CH2:19][O:18]CC1>O>[NH2:11][C:8]1[O:9][C:10]([C:19]([OH:18])=[O:12])=[CH:6][N:7]=1 |f:1.2.3|. Procedure details: Ethyl2-aminooxazole-4-carboxylate (Apollo Scientific; 1.175 g, 7.50 mmol) was dissolved in THF (15 mL) and water (8 mL). Lithium hydroxide monohydrate (1.58 g, 37.52 mmol) was added and the mixture stirred overnight at room temperature. The mixture was neutralised with 2N HCl(aqu) and concentrated. The residue was suspended in water and filtered and the solid collected dissolved in 2N NaOH(aqu), filtered and then acidified with acetic acid to approximately pH4. The mixture was allowed to stand i... Starting materials: COC(=O)C=1C=C(C(=O)O)C=CC1 (3-(methoxycarbonyl)benzoic acid), CCN=C=NCCCN(C)C (EDCI), C=1C=CC2=C(C1)N=NN2O (HOBT), CN(N)C (N,N-dimethyl hydrazine), CCN(C(C)C)C(C)C (DIPEA). Run in C(Cl)Cl (CH2Cl2), C(Cl)(Cl)Cl (chloroform). Run at time 20 minute. Product: CN(NC(=O)C=1C=C(C(=O)OC)C=CC1)C (methyl 3-(2,2-dimethylhydrazinecarbonyl)benzoate). Isolated yield 60.0%. RXN SMILES: [CH3:1][O:2][C:3]([C:5]1[CH:6]=[C:7]([CH:11]=[CH:12][CH:13]=1)[C:8](O)=[O:9])=[O:4].CCN=C=NCCCN(C)C.C1C=CC2N(O)N=NC=2C=1.[CH3:35][N:36]([CH3:38])[NH2:37].CCN(C(C)C)C(C)C>C(Cl)Cl.C(Cl)(Cl)Cl>[CH3:35][N:36]([CH3:38])[NH:37][C:8]([C:7]1[CH:6]=[C:5]([CH:13]=[CH:12][CH:11]=1)[C:3]([O:2][CH3:1])=[O:4])=[O:9]. Procedure details: To the acid 3-(methoxycarbonyl)benzoic acid (253 mg, 1.40 mmol) in CH2Cl2 at rt, EDCI (312 mg, 1.64 mmol) and HOBT (189 mg, 1.40 mmol) were added and stirred at rt for 20 min. To that mixture, N,N-dimethyl hydrazine was added followed by DIPEA (404 mg, 14.0 mmol). Reaction mixture was stirred at rt for 16 h. Then reaction mixture was diluted with chloroform, washed with water, brine and dried. Crude residue was purified by column chromatography to yield 60% of methyl 3-(2,2-dimethylhydrazinecarb... Starting materials: C(O)([O-])=O.[Na+] (sodium hydrogen carbonate), C([O-])([O-])=O.[K+].[K+] (potassium carbonate), ClC(=O)OCC1=CC=CC=C1 (benzyl chloroformate), Cl.N[C@H](CO)[C@H](CC)F ((2R,3S)-2-amino-3-fluoropentan-1-ol hydrochloride). Run in O (water), C1CCOC1 (THF), C1CCOC1 (THF). Run at time 8 hour. Product: C(C1=CC=CC=C1)OC(N[C@H](CO)[C@H](CC)F)=O (benzyl[(2R,3S)-3-fluoro-1-hydroxypentan-2-yl]carbamate). Isolated yield 77.2%. Reaction SMILES: Cl.[NH2:2][C@@H:3]([C@@H:6]([F:9])[CH2:7][CH3:8])[CH2:4][OH:5].C(=O)([O-])[O-].[K+].[K+].Cl[C:17]([O:19][CH2:20][C:21]1[CH:26]=[CH:25][CH:24]=[CH:23][CH:22]=1)=[O:18].C(=O)([O-])O.[Na+]>C1COCC1.O>[CH2:20]([O:19][C:17](=[O:18])[NH:2][C@@H:3]([C@@H:6]([F:9])[CH2:7][CH3:8])[CH2:4][OH:5])[C:21]1[CH:26]=[CH:25][CH:24]=[CH:23][CH:22]=1 |f:0.1,2.3.4,6.7|. Reported procedure: A solution of (2R,3S)-2-amino-3-fluoropentan-1-ol hydrochloride (2.0 g) in THF (60 mL) was cooled in ice, a solution of potassium carbonate (4.4 g) in water (6 mL) and a solution of benzyl chloroformate (2.4 g) in THF (6 mL) were added thereto, and the mixture was stirred at room temperature overnight. Saturated aqueous sodium hydrogen carbonate solution was added thereto, followed by extraction with ethyl acetate and drying over anhydrous magnesium sulfate. After the desiccant was filtered off,...